From a dataset of the Open Reaction Database (ORD), a public repository of structured organic reaction records. describe an organic reaction: reactants, conditions, products, and yield The reactants are 23.4, ClC1=CC=C(C=C1)C(=O)C1=C(C=CC=C1)F ((4-chlorophenyl) (2-fluorophenyl)methanone), CC(C)O (2-propanol), [BH4-].[Na+] (sodium borohydride). Solvent: O (water). Run at temperature 80 celsius, time 2 hour. The product is ClC1=CC=C(C=C1)C(O)C1=C(C=CC=C1)F (4-chloro-α-(2-fluorophenyl)benzenemethanol). As a reaction SMILES: [Cl:1][C:2]1[CH:7]=[CH:6][C:5]([C:8]([C:10]2[CH:15]=[CH:14][CH:13]=[CH:12][C:11]=2[F:16])=[O:9])=[CH:4][CH:3]=1.CC(O)C.[BH4-].[Na+]>O>[Cl:1][C:2]1[CH:3]=[CH:4][C:5]([CH:8]([C:10]2[CH:15]=[CH:14][CH:13]=[CH:12][C:11]=2[F:16])[OH:9])=[CH:6][CH:7]=1 |f:2.3|. Procedure: To a stirred and refluxing mixture of 23.4 parts of (4-chlorophenyl) (2-fluorophenyl)methanone in 280 parts of 2-propanol are added portionwise 3.7 parts of sodium borohydride. Upon completion, stirring is continued for 2 hours at reflux temperature (±80° C.). The reaction mixture is cooled and decomposed by the addition of water. The 2-propanol is evaporated and the residual product is extracted with trichloromethane. The extract is dried, filtered and evaporated, yielding 4-chloro-α-(2-fluorop... The reactants are Cc1onc(-c2ccccc2)c1C(=O)Cl, CC(C)C(=O)Nc1cccc(C2CCN(CCCCO)CC2)c1. The product is Cc1onc(-c2ccccc2)c1C(=O)OCCCCN1CCC(c2cccc(NC(=O)C(C)C)c2)CC1. RXN SMILES: [CH3:24][c:25]1[c:26]([C:36](=[O:37])[Cl:38])[c:27](-[c:30]2[cH:31][cH:32][cH:33][cH:34][cH:35]2)[n:28][o:29]1.[OH:1][CH2:2][CH2:3][CH2:4][CH2:5][N:6]1[CH2:7][CH2:8][CH:9]([c:12]2[cH:13][c:14]([NH:18][C:19]([CH:20]([CH3:21])[CH3:22])=[O:23])[cH:15][cH:16][cH:17]2)[CH2:10][CH2:11]1>>[O:1]([CH2:2][CH2:3][CH2:4][CH2:5][N:6]1[CH2:7][CH2:8][CH:9]([c:12]2[cH:13][c:14]([NH:18][C:19]([CH:20]([CH3:21])[CH3:22])=[O:23])[cH:15][cH:16][cH:17]2)[CH2:10][CH2:11]1)[C:36]([c:26]1[c:25]([CH3:24])[o:29][n:28][c:27]1-[c:30]1[cH:31][cH:32][cH:33][cH:34][cH:35]1)=[O:37]. The reactants are CC1CCCC1(O)c1ccc(Br)c2ccccc12, [C-]#N, [C-]#N, CN(C)C=O, O, [Zn+2]. The product is CC1CCCC1(O)c1ccc(C#N)c2ccccc12. Reaction SMILES: [Br:1][c:2]1[cH:3][cH:4][c:5]([C:12]2([OH:18])[CH:13]([CH3:17])[CH2:14][CH2:15][CH2:16]2)[c:6]2[cH:7][cH:8][cH:9][cH:10][c:11]12.[C-:25]#[N:26].[C-:28]#[N:29].[CH3:20][N:21]([CH3:22])[CH:23]=[O:24].[OH2:19].[Zn+2:27]>>[c:2]1([C:20]#[N:21])[cH:3][cH:4][c:5]([C:12]2([OH:18])[CH:13]([CH3:17])[CH2:14][CH2:15][CH2:16]2)[c:6]2[cH:7][cH:8][cH:9][cH:10][c:11]12. Reported procedure: DIPEA (236 mg, 1.826 mmol) was added to a stirred solution of [(1-phenyl-1H-imidazole-4-carbonyl)-amino]-acetic acid (prepared from Intermediate 68 by means of Step 3 of the General Scheme) (100 mg, 0.4 mmol) in DMF (5 mL) followed by HOBt (60.5 mg, 0.4 mmol) and EDCI (195 mg, 1.02 mmol). After 2 minutes of stirring, 4-methyl-3-(piperidin-4-yloxy)-benzonitrile hydrochloride (113 mg, 0.45 mmol) (prepared by the method used for the synthesis of Intermediate 15) was added and the resulting mixture ... Reaction SMILES: CCN(C(C)C)C(C)C.[C:10]1([N:16]2[CH:20]=[C:19]([C:21]([NH:23][CH2:24][C:25]([OH:27])=O)=[O:22])[N:18]=[CH:17]2)[CH:15]=[CH:14][CH:13]=[CH:12][CH:11]=1.C1C=CC2N(O)N=NC=2C=1.CCN=C=NCCCN(C)C.Cl.[CH3:50][C:51]1[CH:58]=[CH:57][C:54]([C:55]#[N:56])=[CH:53][C:52]=1[O:59][CH:60]1[CH2:65][CH2:64][NH:63][CH2:62][CH2:61]1>CN(C=O)C.O>[C:55]([C:54]1[CH:57]=[CH:58][C:51]([CH3:50])=[C:52]([CH:53]=1)[O:59][CH:60]1[CH2:61][CH2:62][N:63]([C:25](=[O:27])[CH2:24][NH:23][C:21]([C:19]2[N:18]=[CH:17][N:16]([C:10]3[CH:11]=[CH:12][CH:13]=[CH:14][CH:15]=3)[CH:20]=2)=[O:22])[CH2:64][CH2:65]1)#[N:56] |f:4.5|. The solvent is O (water), CN(C)C=O (DMF). Run at time 2 minute. Yield: 82.7%. Reactants: Intermediate 15, C=1C=CC2=C(C1)N=NN2O (HOBt), CCN(C(C)C)C(C)C (DIPEA), C1(=CC=CC=C1)N1C=NC(=C1)C(=O)NCC(=O)O ([(1-phenyl-1H-imidazole-4-carbonyl)-amino]-acetic acid), Intermediate 68, CCN=C=NCCCN(C)C (EDCI), Cl.CC1=C(C=C(C#N)C=C1)OC1CCNCC1 (4-methyl-3-(piperidin-4-yloxy)-benzonitrile hydrochloride). Yields the product C(#N)C=1C=CC(=C(OC2CCN(CC2)C(CNC(=O)C=2N=CN(C2)C2=CC=CC=C2)=O)C1)C (1-phenyl-1H-imidazole-4-carboxylic acid {2-[4-(5-cyano-2-methyl-phenoxy)-piperidin-1-yl]-2-oxo-ethyl}-amide).